From a dataset of the Open Reaction Database (ORD), a public repository of structured organic reaction records. describe an organic reaction: reactants, conditions, products, and yield The reactants are COC(=O)N1CC[C@@H]2[C@](CCC[C@H]12)(C#CC=1C=C(C=CC1)C)O ((3aS,4R,7aS)-4-hydroxy-4-m-tolylethynyl-octahydro-indole-1-carboxylic acid methyl ester), N1(CCOCC1)CCC(=O)O (3-morpholin-4-yl-propionic acid). Yields the product COC(=O)N1CC[C@H]2[C@@](CCC[C@@H]12)(C#CC=1C=C(C=CC1)C)OC(CCN1CCOCC1)=O ((3aR,4S,7aR)-4-(3-morpholin-4-yl-propionyloxy)-4-m-tolylethynyl-octahydro-indole-1-carboxylic acid methyl ester). RXN SMILES: [CH3:1][O:2][C:3]([N:5]1[C@@H:13]2[C@@H:8]([C@@:9]([OH:23])([C:14]#[C:15][C:16]3[CH:17]=[C:18]([CH3:22])[CH:19]=[CH:20][CH:21]=3)[CH2:10][CH2:11][CH2:12]2)[CH2:7][CH2:6]1)=[O:4].[N:24]1([CH2:30][CH2:31][C:32](O)=[O:33])[CH2:29][CH2:28][O:27][CH2:26][CH2:25]1>>[CH3:1][O:2][C:3]([N:5]1[C@H:13]2[C@H:8]([C@:9]([O:23][C:32](=[O:33])[CH2:31][CH2:30][N:24]3[CH2:29][CH2:28][O:27][CH2:26][CH2:25]3)([C:14]#[C:15][C:16]3[CH:17]=[C:18]([CH3:22])[CH:19]=[CH:20][CH:21]=3)[CH2:10][CH2:11][CH2:12]2)[CH2:7][CH2:6]1)=[O:4]. Procedure: Synthesis in analogy to the General Method 1 starting from (3aS,4R,7aS)-4-hydroxy-4-m-tolylethynyl-octahydro-indole-1-carboxylic acid methyl ester and 3-morpholin-4-yl-propionic acid to yield (3aR,4S,7aR)-4-(3-morpholin-4-yl-propionyloxy)-4-m-tolylethynyl-octahydro-indole-1-carboxylic acid methyl ester. MS [M+H]=296 (ester elimination ion); RT=4.088 min; LC-MS Method III